From a dataset of the Open Reaction Database (ORD), a public repository of structured organic reaction records. describe an organic reaction: reactants, conditions, products, and yield Starting materials: BrC=1C=C(C(=O)NC2=C(C=C(C=C2)N2CCOCC2)C)C=CC1OC (3-Bromo-4-methoxy-N-(2-methyl-4-morpholin-4-yl-phenyl)-benzamide), C(C)OC(=O)C1=CC=C(C=C1)B(O)O (4-(ethoxycarbonyl)-phenyl boronic acid), COCCOC (DME), C([O-])([O-])=O.[Cs+].[Cs+] (cesium carbonate), tetrakis(triphenylphosphine)palladium0. The solvent is O (water). Product: COC1=C(C=C(C=C1)C(NC1=C(C=C(C=C1)N1CCOCC1)C)=O)C1=CC=C(C=C1)C(=O)O (2′-Methoxy-5′-(2-methyl-4-morpholin-4-yl-phenylcarbamoyl)-biphenyl-4-carboxylic acid). As a reaction SMILES: Br[C:2]1[CH:3]=[C:4]([CH:21]=[CH:22][C:23]=1[O:24][CH3:25])[C:5]([NH:7][C:8]1[CH:13]=[CH:12][C:11]([N:14]2[CH2:19][CH2:18][O:17][CH2:16][CH2:15]2)=[CH:10][C:9]=1[CH3:20])=[O:6].C([O:28][C:29]([C:31]1[CH:36]=[CH:35][C:34](B(O)O)=[CH:33][CH:32]=1)=[O:30])C.COCCOC.C(=O)([O-])[O-].[Cs+].[Cs+]>O>[CH3:25][O:24][C:23]1[CH:22]=[CH:21][C:4]([C:5](=[O:6])[NH:7][C:8]2[CH:13]=[CH:12][C:11]([N:14]3[CH2:19][CH2:18][O:17][CH2:16][CH2:15]3)=[CH:10][C:9]=2[CH3:20])=[CH:3][C:2]=1[C:34]1[CH:35]=[CH:36][C:31]([C:29]([OH:30])=[O:28])=[CH:32][CH:33]=1 |f:3.4.5|. Procedure details: A mixture of 3-Bromo-4-methoxy-N-(2-methyl-4-morpholin-4-yl-phenyl)-benzamide (432 mg) and 4-(ethoxycarbonyl)-phenyl boronic acid (311 mg) in 2:1 DME:water (15 ml) containing cesium carbonate (697 mg) and tetrakis(triphenylphosphine)palladium0 (127 mg) was heated to reflux for 18 h.